The task is: describe an organic reaction: reactants, conditions, products, and yield. This data is from the Open Reaction Database (ORD), a public repository of structured organic reaction records. The reactants are ClCC(C(C)(C)C1OCCO1)=O (1-chloro-3-(dioxolan-2-yl)-3-methyl-butan-2-one), N1N=CN=C1 (1,2,4-triazole), C([O-])([O-])=O.[K+].[K+] (potassium carbonate). Run in C(C)C(=O)C (methyl ethyl ketone). Product: N1(N=CN=C1)CC(C(C)(C)C1OCCO1)=O (1-(1,2,4-triazol-1-yl)-3-(dioxolan-2-yl)-3-methyl-butan-2-one). The yield is 71.5%. As a reaction SMILES: Cl[CH2:2][C:3](=[O:12])[C:4]([CH:7]1[O:11][CH2:10][CH2:9][O:8]1)([CH3:6])[CH3:5].[NH:13]1[CH:17]=[N:16][CH:15]=[N:14]1.C(=O)([O-])[O-].[K+].[K+]>C(C(C)=O)C>[N:13]1([CH2:2][C:3](=[O:12])[C:4]([CH:7]2[O:11][CH2:10][CH2:9][O:8]2)([CH3:6])[CH3:5])[CH:17]=[N:16][CH:15]=[N:14]1 |f:2.3.4|. Procedure details: 180.6 g (0.94 mol) of 1-chloro-3-(dioxolan-2-yl)-3-methyl-butan-2-one, 64.9 g (0.94 mol) of 1,2,4-triazole and 142.7 g (1 mol) of potassium carbonate in 1,000 ml of methyl ethyl ketone are heated under reflux for 16 hours. The solid is filtered off under suction and the solvent is distilled off, the oily residue is taken up in 700 ml of methylene chloride, and the organic phase is extracted with twice 1,000 ml of water. The solvent is distilled off from the organic phase. 151.3 g (71.5% of theor... The reactants are N1=CC=C(C2=CC=CC=C12)CON1C(C=2C(C1=O)=CC=CC2)=O (N-(4-quinolyl)methoxy phthalimide), NN (hydrazine). The solvent is CCO (EtOH). Conditions: time 3 hour. Yields the product N1=CC=C(C2=CC=CC=C12)CON (O-(4-quinolyl)methylhydroxylamine). The yield is 125.8%. Reaction SMILES: [N:1]1[C:10]2[C:5](=[CH:6][CH:7]=[CH:8][CH:9]=2)[C:4]([CH2:11][O:12][N:13]2C(=O)C3=CC=CC=C3C2=O)=[CH:3][CH:2]=1.NN>CCO>[N:1]1[C:10]2[C:5](=[CH:6][CH:7]=[CH:8][CH:9]=2)[C:4]([CH2:11][O:12][NH2:13])=[CH:3][CH:2]=1. Procedure: N-(4-quinolyl)methoxy phthalimide (2.00 g) was suspended in 95% EtOH and hydrazine (0.30 mL) was added. The reaction mixture was stirred for 3 h and then filtered. The filtrate was concentrated under reduced pressure and then taken up in a small amount of dichloromethane. The small amount of remaining phthalhydrazide was then removed by filtration. The filtrate was concentrated under reduced pressure to give the title compound (1.44 g) as a yellow oil. MS(CI) m/e 175 (M+H)+. The reactants are CC(C)CCCC(=O)N1CCN(C(=O)OC(C)(C)C)C(C(O)C(Cc2ccccc2)N=C(c2ccccc2)c2ccccc2)C1, CO, [Pd]. The product is CC(C)CCCC(=O)N1CCN(C(=O)OC(C)(C)C)C(C(O)C(N)Cc2ccccc2)C1. As a reaction SMILES: [C:1]([CH3:2])([CH3:3])([CH3:4])[O:5][C:6](=[O:7])[N:8]1[CH:9]([CH:22]([CH:23]([CH2:24][c:25]2[cH:26][cH:27][cH:28][cH:29][cH:30]2)[N:31]=[C:32]([c:33]2[cH:34][cH:35][cH:36][cH:37][cH:38]2)[c:39]2[cH:40][cH:41][cH:42][cH:43][cH:44]2)[OH:45])[CH2:10][N:11]([C:14]([CH2:15][CH2:16][CH2:17][CH:18]([CH3:19])[CH3:20])=[O:21])[CH2:12][CH2:13]1.[CH3:46][OH:47].[Pd:48]>>[C:1]([CH3:2])([CH3:3])([CH3:4])[O:5][C:6](=[O:7])[N:8]1[CH:9]([CH:22]([CH:23]([CH2:24][c:25]2[cH:26][cH:27][cH:28][cH:29][cH:30]2)[NH2:31])[OH:45])[CH2:10][N:11]([C:14]([CH2:15][CH2:16][CH2:17][CH:18]([CH3:19])[CH3:20])=[O:21])[CH2:12][CH2:13]1. The reactants are ClC1=C(C=C(C(=O)O)C=C1)[N+](=O)[O-] (4-chloro-3-nitrobenzoic acid), C(CC(C)C)N (isoamylamine), ClC1=CC=C(C2=CC=C(C=C2C2=NC3=CC=C(C=C3C=C2)C2=NC3=C(N2CC)C=CC(=C3)C(=O)O)OC)C=C1 (2-[2-(4′-chloro-4-methoxy-biphen-2-yl)-quinolin-6-yl]-1-ethyl-1H-benzoimidazole-5-carboxylic acid). Product: ClC1=CC=C(C2=CC=C(C=C2C2=NC3=CC=C(C=C3C=C2)C2=NC3=C(N2CCC(C)C)C=CC(=C3)C(=O)O)OC)C=C1 (2-[2-(4′-chloro-4-methoxy-biphen-2-yl)-quinolin-6-yl]-1-(3-methyl-butyl)-1H-benzoimidazole-5-carboxylic acid). RXN SMILES: Cl[C:2]1[CH:10]=[CH:9][C:5]([C:6]([OH:8])=[O:7])=[CH:4][C:3]=1[N+:11]([O-])=O.C(N)CC(C)C.[Cl:20][C:21]1[CH:58]=[CH:57][C:24]([C:25]2[C:30]([C:31]3[CH:40]=[CH:39][C:38]4[C:33](=[CH:34][CH:35]=[C:36]([C:41]5N(CC)C6C=[CH:49][C:50]([C:52](O)=O)=[CH:51][C:43]=6[N:42]=5)[CH:37]=4)[N:32]=3)=[CH:29][C:28]([O:55][CH3:56])=[CH:27][CH:26]=2)=[CH:23][CH:22]=1>>[Cl:20][C:21]1[CH:58]=[CH:57][C:24]([C:25]2[C:30]([C:31]3[CH:40]=[CH:39][C:38]4[C:33](=[CH:34][CH:35]=[C:36]([C:41]5[N:42]([CH2:43][CH2:51][CH:50]([CH3:52])[CH3:49])[C:2]6[CH:10]=[CH:9][C:5]([C:6]([OH:8])=[O:7])=[CH:4][C:3]=6[N:11]=5)[CH:37]=4)[N:32]=3)=[CH:29][C:28]([O:55][CH3:56])=[CH:27][CH:26]=2)=[CH:23][CH:22]=1. Reported procedure: The title compound was prepared from Resin 534a and isoamylamine according to the procedure described in the preparation Compound 534. The reactants are CC(=O)Oc1ccc(CC2SC(=O)N(C(c3ccccc3)(c3ccccc3)c3ccccc3)C2=O)cc1, CO, Cc1ccccc1, Cl. Product: O=C1SC(Cc2ccc(O)cc2)C(=O)N1C(c1ccccc1)(c1ccccc1)c1ccccc1. Reaction SMILES: [C:1](=[O:2])([CH3:3])[O:4][c:5]1[cH:6][cH:7][c:8]([CH2:9][CH:10]2[C:11](=[O:35])[N:12]([C:16]([c:17]3[cH:18][cH:19][cH:20][cH:21][cH:22]3)([c:23]3[cH:24][cH:25][cH:26][cH:27][cH:28]3)[c:29]3[cH:30][cH:31][cH:32][cH:33][cH:34]3)[C:13](=[O:15])[S:14]2)[cH:36][cH:37]1.[CH3:39][OH:40].[CH3:41][c:42]1[cH:43][cH:44][cH:45][cH:46][cH:47]1.[ClH:38]>>[OH:4][c:5]1[cH:6][cH:7][c:8]([CH2:9][CH:10]2[C:11](=[O:35])[N:12]([C:16]([c:17]3[cH:18][cH:19][cH:20][cH:21][cH:22]3)([c:23]3[cH:24][cH:25][cH:26][cH:27][cH:28]3)[c:29]3[cH:30][cH:31][cH:32][cH:33][cH:34]3)[C:13](=[O:15])[S:14]2)[cH:36][cH:37]1. Reactants: C([O-])([O-])=O.[Na+].[Na+] (sodium carbonate), C([O-])(O)=O.[Na+] (sodium bicarbonate), CC1(OC=2C(C1)=C(C=CC2[N+](=O)[O-])C(=O)[O-])C (2,2-Dimethyl-7-nitro-3H-benzofuran-4-carboxylate). Reagents/catalysts: [Fe] (iron). Solvent: C(C)(=O)O (acetic acid). Conditions: time 12 hour. The product is NC=1C=CC(=C2CC(OC21)(C)C)C(=O)OC (methyl 7-amino-2,2-dimethyl-3H-benzofuran-4-carboxylate). Isolated yield 74.6%. RXN SMILES: [CH3:1][C:2]1([CH3:17])[CH2:6][C:5]2=[C:7]([C:14]([O-:16])=[O:15])[CH:8]=[CH:9][C:10]([N+:11]([O-])=O)=[C:4]2[O:3]1.[C:18](=O)([O-])[O-].[Na+].[Na+].C(=O)(O)[O-].[Na+]>C(O)(=O)C.[Fe]>[NH2:11][C:10]1[CH:9]=[CH:8][C:7]([C:14]([O:16][CH3:18])=[O:15])=[C:5]2[C:4]=1[O:3][C:2]([CH3:17])([CH3:1])[CH2:6]2 |f:1.2.3,4.5|. Reported procedure: 2,2-Dimethyl-7-nitro-3H-benzofuran-4-carboxylate 4c (1.20 g, 4.77 mmol) and iron powder (0.80 g, 14.32 mmol) were dissolved in 25 mL of acetic acid. The reaction mixture was stirred for 12 hours. The resulting mixture was added with sodium carbonate and solid sodium bicarbonate to adjust pH to 7 to 8, extracted with ethyl acetate (50 mL×3). The combined organic phase was washed with water (30 mL) and saturated sodium chloride solution (20 mL) successively, then dried over anhydrous magnesium sul... The product is C(C1=CC=CC=C1)(C1=CC=CC=C1)(C1=CC=CC=C1)N1C=NC(=C1)C1CCCC2C=CC(=CC12)N (8-(1-Trityl-1H-imidazol-4-yl)-4a,5,6,7,8,8a-hexahydronaphthalen-2-ylamine). As a reaction SMILES: [N+:1]([C:4]1[CH:5]=[CH:6][CH:7]2[CH:12]([CH:13]=1)[C:11]([C:14]1[N:15]=[CH:16][N:17]([C:19]([C:32]3[CH:37]=[CH:36][CH:35]=[CH:34][CH:33]=3)([C:26]3[CH:31]=[CH:30][CH:29]=[CH:28][CH:27]=3)[C:20]3[CH:25]=[CH:24][CH:23]=[CH:22][CH:21]=3)[CH:18]=1)=[CH:10][CH2:9][CH2:8]2)([O-])=O>[Pd].CO.O1CCCC1>[C:19]([N:17]1[CH:18]=[C:14]([CH:11]2[CH:12]3[CH:7]([CH:6]=[CH:5][C:4]([NH2:1])=[CH:13]3)[CH2:8][CH2:9][CH2:10]2)[N:15]=[CH:16]1)([C:32]1[CH:37]=[CH:36][CH:35]=[CH:34][CH:33]=1)([C:20]1[CH:21]=[CH:22][CH:23]=[CH:24][CH:25]=1)[C:26]1[CH:31]=[CH:30][CH:29]=[CH:28][CH:27]=1 |f:2.3|. The reagents and catalysts are [Pd] (palladium-on-carbon). The reactants are [N+](=O)([O-])C=1C=CC2CCC=C(C2C1)C=1N=CN(C1)C(C1=CC=CC=C1)(C1=CC=CC=C1)C1=CC=CC=C1 (4-(7-Nitro-3,4,4a,8a-tetrahydronaphthalen-1-yl)-1-trityl-1H-imidazole). Procedure: 7.7 g of the product obtained in Step 2 are stirred under a hydrogen atmosphere in the presence of 10% palladium-on-carbon in a methanol/tetrahydrofuran mixture. After filtration and concentration of the solvent, the product is used as it is in the following Step. Run in CO.O1CCCC1 (methanol tetrahydrofuran). Starting materials: ClC1=C(C=NC2=NC(=CN=C21)OCC)C(=O)OCC (ethyl 8-chloro-3-ethoxypyrido[2,3-b]-pyrazine-7-carboxylate), COC1=CC=C(N)C=C1 (4-methoxyaniline). Run in C(C)O (ethanol). Product: O.Cl.C(C)OC1=CN=C2C(=N1)N=CC(=C2NC2=CC=C(C=C2)OC)C(=O)OCC.Cl.Cl.C(C)OC(=O)C2=C(C=1C(=NC(=CN1)OCC)N=C2)NC2=CC=C(C=C2)OC.O (ethyl 3-ethoxy-8-(4-methoxyanilino)pyrido[2,3-b]pyrazine-7-carboxylate sesquihydrochloride hydrate). RXN SMILES: [Cl:1][C:2]1[C:11]2[C:6](=[N:7][C:8]([O:12][CH2:13][CH3:14])=[CH:9][N:10]=2)[N:5]=[CH:4][C:3]=1[C:15]([O:17][CH2:18][CH3:19])=[O:16].[CH3:20][O:21][C:22]1[CH:28]=[CH:27][C:25]([NH2:26])=[CH:24][CH:23]=1>C(O)C>[OH2:12].[ClH:1].[CH2:13]([O:12][C:8]1[N:7]=[C:6]2[N:5]=[CH:4][C:3]([C:15]([O:17][CH2:18][CH3:19])=[O:16])=[C:2]([NH:26][C:25]3[CH:27]=[CH:28][C:22]([O:21][CH3:20])=[CH:23][CH:24]=3)[C:11]2=[N:10][CH:9]=1)[CH3:14].[ClH:1].[ClH:1].[CH2:18]([O:17][C:15]([C:3]1[CH:4]=[N:5][C:6]2=[N:7][C:8]([O:12][CH2:13][CH3:14])=[CH:9][N:10]=[C:11]2[C:2]=1[NH:26][C:25]1[CH:27]=[CH:28][C:22]([O:21][CH3:20])=[CH:23][CH:24]=1)=[O:16])[CH3:19].[OH2:12] |f:3.4.5.6.7.8.9|. Procedure details: A mixture of ethyl 8-chloro-3-ethoxypyrido[2,3-b]-pyrazine-7-carboxylate (2.32 g) and 4-methoxyaniline (1.0 g) in ethanol (40 ml) was boiled under reflux for 1 hour. The mixture was allowed to cool and the solvent removed under reduced pressure. The residue was triturated with hot ethyl acetate and filtered to give a solid which was recrystallised from ethyl acetate to give a solid which was purified by chromatography on silica to give ethyl 3-ethoxy-8-(4-methoxyanilino)pyrido[2,3-b]pyrazine-7-c... Starting materials: [Ca] (Calcium), COC=1C=C(C=CC1)[C@@H](C)N[C@@H]1CN(CC1)C1=C(C=CC=C1)C(F)(F)F ((R)-1-(3-methoxyphenyl)ethyl-[(S)-1-(2-trifluoromethylphenyl)pyrrolidin-3-yl]amine), solution, Cl (hydrochloric acid), O1CCOCC1 (dioxane). Reported procedure: To a suspension of 146.6 mg of (S)-3-[(R)-1-(3-methoxyphenyl)ethylamino]pyrrolidine dihydrochloride, 112.5 mg of 1-bromo-2-trifluoromethylbenzene, 22.5 mg of palladium acetate, and 62.3 mg of BINAP (2,2′-bis(diphenylphosphino-1,1′-binaphthyl)) in 5 ml of toluene was added 336 mg of sodium tert-butoxide, and the mixture was stirred at 80° C. for 16 hours. To the reaction mixture was added a saturated sodium bicarbonate solution, the mixture was stirred and then the liquids were separated. The org... Yields the product Cl.Cl.COC=1C=C(C=CC1)[C@@H](C)N[C@@H]1CN(CC1)C1=C(C=CC=C1)C(F)(F)F ((R)-1-(3-methoxyphenyl)ethyl-[(S)-1-(2-trifluoromethylphenyl)pyrrolidin-3-yl]amine dihydrochloride). RXN SMILES: [Ca].[CH3:2][O:3][C:4]1[CH:5]=[C:6]([C@H:10]([NH:12][C@H:13]2[CH2:17][CH2:16][N:15]([C:18]3[CH:23]=[CH:22][CH:21]=[CH:20][C:19]=3[C:24]([F:27])([F:26])[F:25])[CH2:14]2)[CH3:11])[CH:7]=[CH:8][CH:9]=1.[ClH:28].O1CCOCC1>C(Cl)(Cl)Cl>[ClH:28].[ClH:28].[CH3:2][O:3][C:4]1[CH:5]=[C:6]([C@H:10]([NH:12][C@H:13]2[CH2:17][CH2:16][N:15]([C:18]3[CH:23]=[CH:22][CH:21]=[CH:20][C:19]=3[C:24]([F:26])([F:27])[F:25])[CH2:14]2)[CH3:11])[CH:7]=[CH:8][CH:9]=1 |f:5.6.7|. The solvent is C(Cl)(Cl)Cl (chloroform).